The task is: describe an organic reaction: reactants, conditions, products, and yield. This data is from the Open Reaction Database (ORD), a public repository of structured organic reaction records. The reactants are C(C)(C)(C)OC(=O)N1C(OC(C1CC1=CC=CC=C1)CC=CC(=O)OCC)(C)C (4-benzyl-5-(3-ethoxycarbonyl-allyl)-2,2-dimethyl-oxazolidine-3-carboxylic acid tert-butyl ester), C1(O)=CC=C(O)C=C1 (Hydroquinone), C=CC=C (1,3-butadiene), stainless steel, PTFE. Solvent: C1(=CC=CC=C1)C (toluene). Conditions: temperature -78 celsius. Product: C(C)(C)(C)OC(=O)N1C(OC(C1CC1=CC=CC=C1)CC1CC=CCC1C(=O)OCC)(C)C (4-benzyl-5-(6-ethoxycarbonyl-cyclohex-3-enylmethyl)-2,2-dimethyl-oxazolidine-3-carboxylic acid tert-butyl ester). Isolated yield 174.6%. RXN SMILES: [C:1]([O:5][C:6]([N:8]1[CH:12]([CH2:13][C:14]2[CH:19]=[CH:18][CH:17]=[CH:16][CH:15]=2)[CH:11]([CH2:20][CH:21]=[CH:22][C:23]([O:25][CH2:26][CH3:27])=[O:24])[O:10][C:9]1([CH3:29])[CH3:28])=[O:7])([CH3:4])([CH3:3])[CH3:2].[C:30]1([CH:37]=CC(O)=[CH:33][CH:32]=1)O.C=CC=C>C1(C)C=CC=CC=1>[C:1]([O:5][C:6]([N:8]1[CH:12]([CH2:13][C:14]2[CH:19]=[CH:18][CH:17]=[CH:16][CH:15]=2)[CH:11]([CH2:20][CH:21]2[CH:22]([C:23]([O:25][CH2:26][CH3:27])=[O:24])[CH2:33][CH:32]=[CH:30][CH2:37]2)[O:10][C:9]1([CH3:28])[CH3:29])=[O:7])([CH3:3])([CH3:4])[CH3:2]. Procedure: A solution of 4-benzyl-5-(3-ethoxycarbonyl-allyl)-2,2-dimethyl-oxazolidine-3-carboxylic acid tert-butyl ester (6.55 g) in toluene (50 ml) was placed in a stainless steel bomb equipped with a PTFE liner. Hydroquinone (350 mg) was added, and the vessel cooled to −78° C. 1,3-butadiene (100 g) was condensed into the vessel, which was then sealed and heated to 150° C. for 16 hours. After cooling, the vessel was opened and the contents removed and evaporated to dryness. The residue was subjected to fl... The yield is 98.9%. Run at time 12 hour. Product: FC=1C=NC=C(C1C=1C(=NC(=C(C1)N)N)C=1C=NC=CC1)F (3″,5″-difluoro-3,2′:3′,4″-terpyridine-5′,6′-diamine). RXN SMILES: [F:1][C:2]1[CH:3]=[N:4][CH:5]=[C:6]([F:24])[C:7]=1[C:8]1[C:9]([C:18]2[CH:19]=[N:20][CH:21]=[CH:22][CH:23]=2)=[N:10][C:11]([NH2:17])=[C:12]([N+:14]([O-])=O)[CH:13]=1>[Pd].C1COCC1.C(O)C>[F:1][C:2]1[CH:3]=[N:4][CH:5]=[C:6]([F:24])[C:7]=1[C:8]1[C:9]([C:18]2[CH:19]=[N:20][CH:21]=[CH:22][CH:23]=2)=[N:10][C:11]([NH2:17])=[C:12]([NH2:14])[CH:13]=1 |f:2.3|. The reagents and catalysts are [Pd] (palladium on carbon). Reported procedure: A suspension of 3″,5″-difluoro-5′-nitro-3,2′:3′,4″-terpyridin-6′-amine (0.2 g, 0.608 mmol) and 10% palladium on carbon (0.04 g) in a mixture of THF/ethanol 40:60 (8 mL) was stirred under hydrogen atmosphere at 2.76 bar. After 12 h, the mixture was filtered through Celite® and the filter cake was washed with ethanol and THF. The combined filtrate and washings were evaporated to give the title compound as a solid (0.180 g, 99%). The solvent is C1CCOC1.C(C)O (THF ethanol). Starting materials: FC=1C=NC=C(C1C=1C(=NC(=C(C1)[N+](=O)[O-])N)C=1C=NC=CC1)F (3″,5″-difluoro-5′-nitro-3,2′:3′,4″-terpyridin-6′-amine). Reactants: C(=C)[Sn](CCCC)(CCCC)CCCC (vinyltributyltin), FC(S(=O)(=O)OC1=CC=CC=2N(C(=NC21)COC2=CC=C(C=C2)Cl)S(=O)(=O)C(F)(F)F)(F)F (4-trifluoromethanesulfonyloxy-2-[(4-chlorophenoxy)methyl]-1-trifluoromethanesulfonylbenzimidazole), [Cl-].[Li+] (lithium chloride), C(=C)[Sn](CCCC)(CCCC)CCCC (vinyltributyltin). The reagents and catalysts are [Pd] (palladium), Cl[Pd]([P](C1=CC=CC=C1)(C2=CC=CC=C2)C3=CC=CC=C3)([P](C4=CC=CC=C4)(C5=CC=CC=C5)C6=CC=CC=C6)Cl (bis(triphenylphosphine)palladium(II) chloride), [Pd] (palladium). Run in O1CCCC1 (tetrahydrofuran). Reaction conditions: time 5 hour. Yields the product C(=C)C1=CC=CC=2N(C(=NC21)COC2=CC=C(C=C2)Cl)S(=O)(=O)C(F)(F)F (4-(ethenyl)-2-[(4-chlorophenoxy)methyl]-1-trifluoromethanesulfonylbenzimidazole). RXN SMILES: FC(F)(F)S(O[C:7]1[C:15]2[N:14]=[C:13]([CH2:16][O:17][C:18]3[CH:23]=[CH:22][C:21]([Cl:24])=[CH:20][CH:19]=3)[N:12]([S:25]([C:28]([F:31])([F:30])[F:29])(=[O:27])=[O:26])[C:11]=2[CH:10]=[CH:9][CH:8]=1)(=O)=O.[Cl-].[Li+].[CH:36]([Sn](CCCC)(CCCC)CCCC)=[CH2:37]>O1CCCC1.[Pd].Cl[Pd](Cl)([P](C1C=CC=CC=1)(C1C=CC=CC=1)C1C=CC=CC=1)[P](C1C=CC=CC=1)(C1C=CC=CC=1)C1C=CC=CC=1>[CH:36]([C:7]1[C:15]2[N:14]=[C:13]([CH2:16][O:17][C:18]3[CH:23]=[CH:22][C:21]([Cl:24])=[CH:20][CH:19]=3)[N:12]([S:25]([C:28]([F:29])([F:31])[F:30])(=[O:27])=[O:26])[C:11]=2[CH:10]=[CH:9][CH:8]=1)=[CH2:37] |f:1.2,^1:59,78|. Procedure: In a 250 ml single neck round bottom flask, under a nitrogen atmosphere, were added 4-trifluoromethanesulfonyloxy-2-[(4-chlorophenoxy)methyl]-1-trifluoromethanesulfonylbenzimidazole (5.00 g, 9.28 mmol), lithium chloride (1.18 g, 27.84 mmol), vinyltributyltin (4.12 g, 12.99 mmol), and bis(triphenylphosphine)palladium(II) chloride (303 mg, 0.371 mmol) in anhydrous tetrahydrofuran (99 ml). The resulting mixture was stirred for five hours at reflux, followed by the addition of an additional 0.15 mg ... Starting materials: B, C1CCOC1, CSC, CO, CC(C)Sc1ccccc1C(=O)O, O=[Cr](=O)([O-])Cl, c1cc[nH+]cc1. Yields the product CC(C)Sc1ccccc1C=O. As a reaction SMILES: [BH3:17].[CH2:31]1[O:32][CH2:33][CH2:34][CH2:35]1.[CH3:14][S:15][CH3:16].[CH3:18][OH:19].[CH:1]([CH3:2])([CH3:3])[S:4][c:5]1[c:6]([C:7](=[O:8])[OH:9])[cH:10][cH:11][cH:12][cH:13]1.[O:20]=[Cr:21]([Cl:22])([O-:23])=[O:24].[nH+:25]1[cH:26][cH:27][cH:28][cH:29][cH:30]1>>[CH:1]([CH3:2])([CH3:3])[S:4][c:5]1[c:6]([CH:7]=[O:8])[cH:10][cH:11][cH:12][cH:13]1. Starting materials: C(C)(C)C1=NN2C(C=CC=C2)=C1 (2-isopropylpyrazolo[1,5-a]pyridine), CN(C(=O)Cl)C (N,N-dimethylcarbamoyl chloride), [Cl-].[Al+3].[Cl-].[Cl-] (aluminum chloride). Run in [N+](=O)([O-])C1=CC=CC=C1 (nitrobenzene). Yields the product CN(C(=O)C=1C(=NN2C1C=CC=C2)C(C)C)C (3-(N,N-dimethylcarbamoyl)-2-isopropylpyrazolo[1,5-a]pyridine). RXN SMILES: [CH:1]([C:4]1[CH:12]=[C:7]2[CH:8]=[CH:9][CH:10]=[CH:11][N:6]2[N:5]=1)([CH3:3])[CH3:2].[CH3:13][N:14]([CH3:18])[C:15](Cl)=[O:16].[Cl-].[Al+3].[Cl-].[Cl-]>[N+](C1C=CC=CC=1)([O-])=O>[CH3:13][N:14]([CH3:18])[C:15]([C:12]1[C:4]([CH:1]([CH3:3])[CH3:2])=[N:5][N:6]2[CH:11]=[CH:10][CH:9]=[CH:8][C:7]=12)=[O:16] |f:2.3.4.5|. Procedure: A mixture of 1.6g of 2-isopropylpyrazolo[1,5-a]pyridine and 2.1g of N,N-dimethylcarbamoyl chloride was dissolved in 20 ml of nitrobenzene. Four grams of aluminum chloride (powder) was added at room-temperature to the resulting solution and reaction mixture was refluxed for 8 hr and concentrated under reduced pressure. Water was added to the residue and the mixture was made basic with potassium hydroxide solution, extracted with chloroform. The chloroform solution was dried over sodium sulfate an... The reactants are [Al+3], CC(=O)Oc1c(C(C)(C)C)cc2c(c1C(C)(C)C)CC(C)(CN(C)C)S2, [Cl-], [H-], [H-], [H-], [H-], [Li+], [NH4+], C1CCOC1. Product: CN(C)CC1(C)Cc2c(cc(C(C)(C)C)c(O)c2C(C)(C)C)S1. Reaction SMILES: [Al+3:2].[C:7](=[O:8])([CH3:9])[O:10][c:11]1[c:12]([C:29]([CH3:30])([CH3:31])[CH3:32])[cH:13][c:14]2[c:15]([c:24]1[C:25]([CH3:26])([CH3:27])[CH3:28])[CH2:16][C:17]([CH3:19])([CH2:20][N:21]([CH3:22])[CH3:23])[S:18]2.[Cl-:33].[H-:1].[H-:4].[H-:5].[H-:6].[Li+:3].[NH4+:34].[O:35]1[CH2:36][CH2:37][CH2:38][CH2:39]1>>[OH:10][c:11]1[c:12]([C:29]([CH3:30])([CH3:31])[CH3:32])[cH:13][c:14]2[c:15]([c:24]1[C:25]([CH3:26])([CH3:27])[CH3:28])[CH2:16][C:17]([CH3:19])([CH2:20][N:21]([CH3:22])[CH3:23])[S:18]2.